This data is from the Open Reaction Database (ORD), a public repository of structured organic reaction records. The task is: describe an organic reaction: reactants, conditions, products, and yield Starting materials: OO (hydrogen peroxide), S([O-])(O)=O.[Na+] (sodium bisulfite), C1(=CC=C(C=C1)C[C@@H]1CC(C(N1C(C(C)(C)C)=O)=O)(C)C)C1=CC=CC=C1 ((R)-5-Biphenyl-4-ylmethyl-1-(2,2-dimethylpropionyl)-3,3-dimethyl-pyrrolidin-2-one), [OH-].[Li+] (Lithium hydroxide). Reagents/catalysts: [Br-].C(CCC)[N+](CCCC)(CCCC)CCCC (tetra-butylammonium bromide). Solvent: C1CCOC1 (THF), C1CCOC1 (THF). Reaction conditions: temperature 0 celsius, time 2.5 hour. Product: C1(=CC=C(C=C1)C[C@@H]1CC(C(N1)=O)(C)C)C1=CC=CC=C1 ((R)-5-Biphenyl-4-ylmethyl-3,3-dimethylpyrrolidin-2-one). As a reaction SMILES: [C:1]1([C:22]2[CH:27]=[CH:26][CH:25]=[CH:24][CH:23]=2)[CH:6]=[CH:5][C:4]([CH2:7][C@H:8]2[N:12](C(=O)C(C)(C)C)[C:11](=[O:19])[C:10]([CH3:21])([CH3:20])[CH2:9]2)=[CH:3][CH:2]=1.[OH-].[Li+].OO.S(=O)(O)[O-].[Na+]>[Br-].C([N+](CCCC)(CCCC)CCCC)CCC.C1COCC1>[C:1]1([C:22]2[CH:23]=[CH:24][CH:25]=[CH:26][CH:27]=2)[CH:2]=[CH:3][C:4]([CH2:7][C@H:8]2[NH:12][C:11](=[O:19])[C:10]([CH3:21])([CH3:20])[CH2:9]2)=[CH:5][CH:6]=1 |f:1.2,4.5,6.7|. Procedure details: 6 g (R)-5-Biphenyl-4-ylmethyl-1-(2,2-dimethylpropionyl)-3,3-dimethyl-pyrrolidin-2-one is added to THF (6 ml). Lithium hydroxide (15.6 ml, 3 mol L−1) is added followed by tetra-butylammonium bromide (0.15 g). This mixture is then added to a mixture of hydrogen peroxide (4.54 g) and THF (12 ml) at 0° C. After 2.5 h, sodium bisulfite solution (12 g, 38-40%) is added. THF is removed in vacuo. Toluene (70 ml) is added and the phases separated. The organic phase is washed with water (15 ml). The phase... The reactants are FC1=C(C=CC=C1)C1=NN=CC=2N1N=C(C2I)O (7-(2-fluorophenyl)-3-iodopyrazolo[1,5-d][1,2,4]triazin-2-ol), C([O-])([O-])=O.[Cs+].[Cs+] (cesium carbonate), Cl.ClCC=1N(N=CN1)C (3-chloromethyl-2-methyl-2H-[1,2,4]triazole hydrochloride). The solvent is CN(C)C=O (DMF). Run at time 25 hour. Product: FC1=C(C=CC=C1)C1=NN=CC=2N1N=C(C2I)OCC=2N(N=CN2)C (7-(2-Fluorophenyl)-3-iodo-2-(2-methyl-2H-[1,2,4]triazol-3-ylmethoxy)pyrazolo[1,5-d][1,2,4]triazine). The yield is 81.2%. RXN SMILES: [F:1][C:2]1[CH:7]=[CH:6][CH:5]=[CH:4][C:3]=1[C:8]1[N:13]2[N:14]=[C:15]([OH:18])[C:16]([I:17])=[C:12]2[CH:11]=[N:10][N:9]=1.C(=O)([O-])[O-].[Cs+].[Cs+].Cl.Cl[CH2:27][C:28]1[N:29]([CH3:33])[N:30]=[CH:31][N:32]=1>CN(C=O)C>[F:1][C:2]1[CH:7]=[CH:6][CH:5]=[CH:4][C:3]=1[C:8]1[N:13]2[N:14]=[C:15]([O:18][CH2:27][C:28]3[N:29]([CH3:33])[N:30]=[CH:31][N:32]=3)[C:16]([I:17])=[C:12]2[CH:11]=[N:10][N:9]=1 |f:1.2.3,4.5|. Reported procedure: To a stirred solution of 7-(2-fluorophenyl)-3-iodopyrazolo[1,5-d][1,2,4]triazin-2-ol (0.4098 g, 1.15 mmol) in anhydrous DMF (16 ml) under nitrogen was added cesium carbonate (1.5009 g, 4.61 mmol), then solid 3-chloromethyl-2-methyl-2H-[1,2,4]triazole hydrochloride (0.2328 g, 1.39 mmol). The mixture was stirred at room temperature for 25 h, then partitioned between water (75 ml) and ethyl acetate (75 ml). The aqueous layer was further extracted with ethyl acetate (2×75 ml), and the combined organ... The reactants are Cl (hydrochloride), C(C(C)C)N1CCC(CC1)C1=CNC2=CC(=CC=C12)C(=O)N1CCN(CC1)C(C)C ([3-(1-isobutyl-piperidin-4-yl)-1H-indol-6-yl]-(4-isopropyl-piperazin-1-yl)-methanone), BrCC(F)F (2-bromo-1,1-difluoroethane), C(C(C)C)N1CCC(=CC1)C1=CN(C2=CC(=CC=C12)C(=O)N1CCN(CC1)C(C)C)C ([3-(1-isobutyl-1,2,3,6-tetrahydro-pyridin-4-yl)-1-methyl-1H-indol-6-yl]-(4-isopropyl-piperazin-1-yl)-methanone). Product: FC(CN1C=C(C2=CC=C(C=C12)C(=O)N1CCN(CC1)C(C)C)C1CCN(CC1)CC(C)C)F ([1-(2,2-Difluoro-ethyl)-3-(1-isobutyl-piperidin-4-yl)-1H-indol-6-yl]-(4-isopropyl-piperazin-1-yl)-methanone). As a reaction SMILES: [CH2:1]([N:5]1[CH2:10][CH:9]=[C:8]([C:11]2[C:19]3[C:14](=[CH:15][C:16]([C:20]([N:22]4[CH2:27][CH2:26][N:25]([CH:28]([CH3:30])[CH3:29])[CH2:24][CH2:23]4)=[O:21])=[CH:17][CH:18]=3)[N:13]([CH3:31])[CH:12]=2)[CH2:7][CH2:6]1)[CH:2]([CH3:4])[CH3:3].Cl.C(N1CCC(C2C3C(=CC(C(N4CCN(C(C)C)CC4)=O)=CC=3)NC=2)CC1)C(C)C.BrC[CH:65]([F:67])[F:66]>>[F:66][CH:65]([F:67])[CH2:31][N:13]1[C:14]2[C:19](=[CH:18][CH:17]=[C:16]([C:20]([N:22]3[CH2:27][CH2:26][N:25]([CH:28]([CH3:30])[CH3:29])[CH2:24][CH2:23]3)=[O:21])[CH:15]=2)[C:11]([CH:8]2[CH2:7][CH2:6][N:5]([CH2:1][CH:2]([CH3:4])[CH3:3])[CH2:10][CH2:9]2)=[CH:12]1. Reported procedure: According to the procedure described for the synthesis of [3-(1-isobutyl-1,2,3,6-tetrahydro-pyridin-4-yl)-1-methyl-1H-indol-6-yl]-(4-isopropyl-piperazin-1-yl)-methanone; hydrochloride (example 42) the title compound was prepared from [3-(1-isobutyl-piperidin-4-yl)-1H-indol-6-yl]-(4-isopropyl-piperazin-1-yl)-methanone (example 2, free base) and 2-bromo-1,1-difluoroethane (commercially available). MS (m/e): 475.2 (MH+). Starting materials: C#CCC1CCC(CO)CC1, CC(C)=O, O=[Cr](=O)=O, O=S(=O)(O)O. Yields the product C#CCC1CCC(C(=O)O)CC1. RXN SMILES: [CH2:10]([C:11]#[CH:12])[CH:13]1[CH2:14][CH2:15][CH:16]([CH2:19][OH:20])[CH2:17][CH2:18]1.[CH3:21][C:22](=[O:23])[CH3:24].[O:1]=[Cr:2](=[O:3])=[O:4].[S:5]([OH:6])(=[O:7])(=[O:8])[OH:9]>>[OH:6][C:19]([CH:16]1[CH2:15][CH2:14][CH:13]([CH2:10][C:11]#[CH:12])[CH2:18][CH2:17]1)=[O:20]. Reactants: ClCCl, CC(=O)OC(C)=O, Cc1cnc(Oc2ccc(F)cc2F)cc1N, [Na+], [Na+], O=C([O-])[O-]. Product: CC(=O)Nc1cc(Oc2ccc(F)cc2F)ncc1C. RXN SMILES: [CH2:31]([Cl:32])[Cl:33].[CH3:18][C:19](=[O:20])[O:21][C:22](=[O:23])[CH3:24].[F:1][c:2]1[c:3]([O:4][c:5]2[n:6][cH:7][c:8]([CH3:12])[c:9]([NH2:11])[cH:10]2)[cH:13][cH:14][c:15]([F:17])[cH:16]1.[Na+:25].[Na+:26].[O-:27][C:28](=[O:29])[O-:30]>>[F:1][c:2]1[c:3]([O:4][c:5]2[n:6][cH:7][c:8]([CH3:12])[c:9]([NH:11][C:19]([CH3:18])=[O:20])[cH:10]2)[cH:13][cH:14][c:15]([F:17])[cH:16]1. The reactants are O=O (oxygen), C1=CCCCCCC1 (cyclooctene), ON1C(C=2C(C1=O)=CC=CC2)=O (N-hydroxyphthalimide), Co(AA)2, C1=CCCCCCC1 (Cyclooctene). The solvent is C(C)#N (acetonitrile). Yields the product C1(C=CCCCCC1)=O (2-cycloocten-1-one), C1(C=CCCCCC1)O (2-cycloocten-1-ol). Yield: 15.0%. As a reaction SMILES: C1CCCCCCC=1.ON1[C:14](=O)[C:13]2=[CH:16][CH:17]=[CH:18][CH:19]=[C:12]2[C:11]1=[O:20].O=O>C(#N)C>[C:11]1(=[O:20])[CH2:14][CH2:13][CH2:16][CH2:17][CH2:18][CH:19]=[CH:12]1.[CH:11]1([OH:20])[CH2:14][CH2:13][CH2:16][CH2:17][CH2:18][CH:19]=[CH:12]1. Reported procedure: A mixture of 1.10 grams (10 millimoles) of cyclooctene, 0.13 gram (0.8 millimole) of N-hydroxyphthalimide, 0.021 gram (0.06 millimole) of acetylacetonatocobalt Co(AA)2 and 25 milliliters of acetonitrile was stirred in an oxygen atmosphere at a temperature of 100° C. for 6 hours. The product in the reaction mixture was analyzed with gas chromatography. Cyclooctene was transformed, with a transformation rate of 95%, into 2-cycloocten-1-one (cyclooctene-based selectivity 82%, yield 78%) and 2-cyclo... Reaction SMILES: [CH3:1][N:2]1[CH2:7][CH2:6][NH:5][CH2:4][CH2:3]1.[CH3:8][O:9][C:10]([C:12]1[CH:13]=[C:14]([CH3:34])[C:15]2[O:21][C:20]3[C:22]([Cl:30])=[CH:23][C:24]([NH:26][CH2:27][CH2:28]Cl)=[CH:25][C:19]=3[CH2:18][S:17](=[O:32])(=[O:31])[C:16]=2[CH:33]=1)=[O:11].O>CN(C=O)C>[CH3:8][O:9][C:10]([C:12]1[CH:13]=[C:14]([CH3:34])[C:15]2[O:21][C:20]3[C:22]([Cl:30])=[CH:23][C:24]([NH:26][CH2:27][CH2:28][N:5]4[CH2:6][CH2:7][N:2]([CH3:1])[CH2:3][CH2:4]4)=[CH:25][C:19]=3[CH2:18][S:17](=[O:32])(=[O:31])[C:16]=2[CH:33]=1)=[O:11]. Starting materials: CN1CCNCC1 (1-Methyl-piperazine), COC(=O)C=1C=C(C2=C(S(CC3=C(O2)C(=CC(=C3)NCCCl)Cl)(=O)=O)C1)C (4-Chloro-2-(2-chloro-ethylamino)-6-methyl-10,10-dioxo-10,11-dihydro-5-oxa-10lambda*6*-thia-dibenzo[a,d]cycloheptene-8-carboxylic acid methyl ester), O (water). Procedure: 1-Methyl-piperazine (0.191 g, 1.91 mol) was added to a solution of Example 56k (0.5 g, 1.16 mmol) in dry DMF (10 mL) and stirred at 110° C. for 2 h. The reaction mixture was treated with water and extracted with ethyl acetate. The organic layer was washed with water, brine, dried, concentrated and purified using flash chromatography (silica gel, methanol/chloroform) to obtain the title compound as a white solid. Yield: 0.350 g, (60.97%); 1H NMR (DMSO-d6): δ 2.2 (s, 3H, CH3), 2.5-2.60 (m, 10H, 5C... Reaction conditions: temperature 110 celsius, time 2 hour. The product is COC(=O)C=1C=C(C2=C(S(CC3=C(O2)C(=CC(=C3)NCCN3CCN(CC3)C)Cl)(=O)=O)C1)C (4-Chloro-6-methyl-2-[2-(4-methyl-piperazin-1-yl)ethylamino]-10,10-dioxo-10,11-dihydro-5-oxa-10lambda*6*-thia-dibenzo[a,d]cycloheptene-8-carboxylic acid methyl ester). Run in CN(C)C=O (DMF). Reactants: CN(C(=O)OCc1ccccc1)n1c(C(=O)O)c(-c2ccccc2)c2cc(Cl)ccc2c1=O, C1CCOC1, CCOC(=O)N=NC(=O)OCC, OCc1ccccc1, c1ccc(P(c2ccccc2)c2ccccc2)cc1. Product: CN(C(=O)OCc1ccccc1)n1c(C(=O)OCc2ccccc2)c(-c2ccccc2)c2cc(Cl)ccc2c1=O. As a reaction SMILES: [CH2:1]([c:2]1[cH:3][cH:4][cH:5][cH:6][cH:7]1)[O:8][C:9](=[O:10])[N:11]([n:12]1[c:13](=[O:32])[c:14]2[cH:15][cH:16][c:17]([Cl:31])[cH:18][c:19]2[c:20](-[c:25]2[cH:26][cH:27][cH:28][cH:29][cH:30]2)[c:21]1[C:22](=[O:23])[OH:24])[CH3:33].[CH2:73]1[O:74][CH2:75][CH2:76][CH2:77]1.[O:61]=[C:62]([O:63][CH2:64][CH3:65])[N:66]=[N:67][C:68]([O:69][CH2:70][CH3:71])=[O:72].[OH:53][CH2:54][c:55]1[cH:56][cH:57][cH:58][cH:59][cH:60]1.[c:34]1([P:35]([c:36]2[cH:37][cH:38][cH:39][cH:40][cH:41]2)[c:42]2[cH:43][cH:44][cH:45][cH:46][cH:47]2)[cH:48][cH:49][cH:50][cH:51][cH:52]1>>[CH2:1]([c:2]1[cH:3][cH:4][cH:5][cH:6][cH:7]1)[O:8][C:9](=[O:10])[N:11]([n:12]1[c:13](=[O:32])[c:14]2[cH:15][cH:16][c:17]([Cl:31])[cH:18][c:19]2[c:20](-[c:25]2[cH:26][cH:27][cH:28][cH:29][cH:30]2)[c:21]1[C:22]([O:23][CH2:54][c:55]1[cH:56][cH:57][cH:58][cH:59][cH:60]1)=[O:24])[CH3:33]. Starting materials: ClC1=C(C=C(C=C1)Cl)O (2,5-Dichlorophenol), ClS(=O)(=O)O (chorosulfonic acid). Solvent: C(C)(=O)OCC (ethyl acetate). Reaction conditions: temperature 80 celsius. Yields the product ClC1=C(C=C(C(=C1)O)Cl)S(=O)(=O)Cl (2,5-Dichloro-4-hydroxy-benzenesulfonyl chloride). Yield: 80.6%. As a reaction SMILES: [Cl:1][C:2]1[CH:7]=[CH:6][C:5]([Cl:8])=[CH:4][C:3]=1[OH:9].[Cl:10][S:11](O)(=[O:13])=[O:12]>C(OCC)(=O)C>[Cl:8][C:5]1[CH:4]=[C:3]([OH:9])[C:2]([Cl:1])=[CH:7][C:6]=1[S:11]([Cl:10])(=[O:13])=[O:12]. Reported procedure: 2,5-Dichlorophenol (1.00 g, 6.17 mmol) was gradually added to chorosulfonic acid (2 mL, 30.85 mmol) at 0° C. Then it was heated at 80° C. for 1 hour. Then it was cooled at room temperature and poured onto crushed ice. Then ethyl acetate was added. The layers were separated and the aqueous phase was extracted with ethyl acetate. The combined organic phase was dried over MgSO4, filtered and concentrated in vacuo to give 1.30 g (81%) of the title compound as a white solid, which was used in the nex... Starting materials: ClC=1C=NC=2N(C1)N=C(C2)C(=O)O (6-chloro-pyrazolo[1,5-a]pyrimidine-2-carboxylic acid), FC1=NC=CC=C1C1=C2CCNC(C2=CC=C1)C (5-(2-Fluoro-pyridin-3-yl)-1-methyl-1,2,3,4-tetrahydro-isoquinoline). The product is ClC=1C=NC=2N(C1)N=C(C2)C(=O)N2C(C1=CC=CC(=C1CC2)C=2C(=NC=CC2)F)C ((6-Chloro-pyrazolo[1,5-a]pyrimidin-2-yl)-[5-(2-fluoro-pyridin-3-yl)-1-methyl-3,4-dihydro-1H-isoquinolin-2-yl]-methanone). RXN SMILES: [Cl:1][C:2]1[CH:3]=[N:4][C:5]2[N:6]([N:8]=[C:9]([C:11]([OH:13])=O)[CH:10]=2)[CH:7]=1.[F:14][C:15]1[C:20]([C:21]2[CH:30]=[CH:29][CH:28]=[C:27]3[C:22]=2[CH2:23][CH2:24][NH:25][CH:26]3[CH3:31])=[CH:19][CH:18]=[CH:17][N:16]=1>>[Cl:1][C:2]1[CH:3]=[N:4][C:5]2[N:6]([N:8]=[C:9]([C:11]([N:25]3[CH2:24][CH2:23][C:22]4[C:27](=[CH:28][CH:29]=[CH:30][C:21]=4[C:20]4[C:15]([F:14])=[N:16][CH:17]=[CH:18][CH:19]=4)[CH:26]3[CH3:31])=[O:13])[CH:10]=2)[CH:7]=1. Procedure: In close analogy to the procedure described in Example 1, 6-chloro-pyrazolo[1,5-a]pyrimidine-2-carboxylic acid is reacted with 5-(2-Fluoro-pyridin-3-yl)-1-methyl-1,2,3,4-tetrahydro-isoquinoline to provide the title compound in moderate yield.